Dataset: the Open Reaction Database (ORD), a public repository of structured organic reaction records. Task: describe an organic reaction: reactants, conditions, products, and yield Reactants: [BH4-], CCOC(=O)c1cc(-c2cccnc2NC(=O)C(C)(C)C)on1, CCO, Cl, [Na+], [Na+], C1CCOC1, [OH-], O. Product: CC(C)(C)C(=O)Nc1ncccc1-c1cc(CO)no1. RXN SMILES: [BH4-:24].[CH3:1][C:2]([C:3](=[O:4])[NH:5][c:6]1[n:7][cH:8][cH:9][cH:10][c:11]1-[c:12]1[cH:13][c:14]([C:17](=[O:18])[O:19][CH2:20][CH3:21])[n:15][o:16]1)([CH3:22])[CH3:23].[CH3:35][CH2:36][OH:37].[ClH:26].[Na+:25].[Na+:28].[O:30]1[CH2:31][CH2:32][CH2:33][CH2:34]1.[OH-:27].[OH2:29]>>[CH3:1][C:2]([C:3](=[O:4])[NH:5][c:6]1[n:7][cH:8][cH:9][cH:10][c:11]1-[c:12]1[cH:13][c:14]([CH2:17][OH:18])[n:15][o:16]1)([CH3:22])[CH3:23]. Conditions: temperature 10 celsius, time 8 hour. Product: ClC1=C(C2=C(OC(OC2=O)(C)C)C=C1)O (6-chloro-5-hydroxy-2,2-dimethyl-4H-benzo[d][1,3]dioxin-4-one). Procedure: To a solution of 5-chloro-2,6-dihydroxybenzoic acid (Doyle, F. P. J. Chem. Soc., 1963, p. 497-506) (500 mg, 2.65 mmol) in DME (2 mL) was added DMAP (16.2 mg, 0.13 mmol) and acetone (200.2 mg, 3.45 mmol). The solution was cooled to 10° C. and thionyl chloride (448 mg, 3.77 mmol) was added over 10 min. The solution was allowed to overnight. The solution was diluted with water and neutralized with solid K2CO3 and the aqueous phase was extracted w/EtOAc. The combined organic layers were washed with ... Isolated yield 26.7%. Reactants: ClC=1C=CC(=C(C(=O)O)C1O)O (5-chloro-2,6-dihydroxybenzoic acid), CC(=O)C (acetone), S(=O)(Cl)Cl (thionyl chloride). Run in COCCOC (DME), O (water), C(=O)([O-])[O-].[K+].[K+] (K2CO3). Reagents/catalysts: CN(C)C=1C=CN=CC1 (DMAP). Reaction SMILES: [Cl:1][C:2]1[CH:3]=[CH:4][C:5]([OH:12])=[C:6]([C:10]=1[OH:11])[C:7]([OH:9])=[O:8].[CH3:13][C:14]([CH3:16])=O.S(Cl)(Cl)=O>COCCOC.CN(C1C=CN=CC=1)C.O.C([O-])([O-])=O.[K+].[K+]>[Cl:1][C:2]1[CH:3]=[CH:4][C:5]2[O:12][C:14]([CH3:16])([CH3:13])[O:8][C:7](=[O:9])[C:6]=2[C:10]=1[OH:11] |f:6.7.8|. Starting materials: CN1CCCC1=O, O=C1CCC(=O)N1Cl, O, O=C(O)c1cccc2cc3ccccc3cc12. The product is O=C(O)c1cccc2c(Cl)c3ccccc3cc12. RXN SMILES: [CH3:26][N:27]1[CH2:28][CH2:29][CH2:30][C:31]1=[O:32].[Cl:18][N:19]1[C:20](=[O:21])[CH2:22][CH2:23][C:24]1=[O:25].[OH2:33].[c:1]1([C:15](=[O:16])[OH:17])[cH:2][cH:3][cH:4][c:5]2[cH:6][c:7]3[cH:8][cH:9][cH:10][cH:11][c:12]3[cH:13][c:14]12>>[c:1]1([C:15](=[O:16])[OH:17])[cH:2][cH:3][cH:4][c:5]2[c:6]([Cl:18])[c:7]3[cH:8][cH:9][cH:10][cH:11][c:12]3[cH:13][c:14]12.